From a dataset of the Open Reaction Database (ORD), a public repository of structured organic reaction records. describe an organic reaction: reactants, conditions, products, and yield Reactants: C(C1=CC=CC=C1)N1CCC(CC1)=CCC (1-benzyl-4-propylidenepiperidine), ClC(=O)OC(C)Cl (1-chloroethyl chloroformate). Run in ClC(C)Cl (dichloroethane). Conditions: time 30 minute. Yields the product Cl.C(C=C)=C1CCNCC1 (4-propenylidenepiperidine hydrochloride). Isolated yield 110.4%. Reaction SMILES: C([N:8]1[CH2:13][CH2:12][C:11](=[CH:14][CH2:15][CH3:16])[CH2:10][CH2:9]1)C1C=CC=CC=1.[Cl:17]C(OC(Cl)C)=O>ClC(Cl)C>[ClH:17].[CH:14](=[C:11]1[CH2:12][CH2:13][NH:8][CH2:9][CH2:10]1)[CH:15]=[CH2:16] |f:3.4|. Reported procedure: There was dissolved 4.5 g (21 mmol) of 1-benzyl-4-propylidenepiperidine in 20 ml of dichloroethane and thereto 2.8 ml (25 mmol) of 1-chloroethyl chloroformate was added dropwise under cooling with ice. The reaction solution was stirred at room temperature for 30 minutes and then refluxed with heating for 30 minutes. The reaction solution was concentrated to 10 ml by removing the solvent under reduced pressure, and thereto was added 60 ml of methanol and the obtained mixture was refluxed with hea... The reactants are [N-]=[N+]=[N-].[Na+] (NaN3), C(C)(C)(C)OC(=O)N(C1CC1)CC=1C=C(C=CC1Cl)CCOS(=O)(=O)C1=CC=C(C=C1)C (toluene-4-sulfonic acid 2-{3-[(tert-butoxycarbonyl-cyclopropyl-amino)-methyl]-4-chloro-phenyl}-ethyl ester). Run in CN(C)C=O (DMF). Conditions: temperature 65 celsius, time 1.5 hour. Product: C(C)(C)(C)OC(N(C1CC1)CC1=C(C=CC(=C1)CCN=[N+]=[N-])Cl)=O ([5-(2-Azido-ethyl)-2-chloro-benzyl]-cyclopropyl-carbamic Acid tert-butyl Ester). The yield is 94.4%. RXN SMILES: [N-:1]=[N+:2]=[N-:3].[Na+].[C:5]([O:9][C:10]([N:12]([CH2:16][C:17]1[CH:18]=[C:19]([CH2:24][CH2:25]OS(C2C=CC(C)=CC=2)(=O)=O)[CH:20]=[CH:21][C:22]=1[Cl:23])[CH:13]1[CH2:15][CH2:14]1)=[O:11])([CH3:8])([CH3:7])[CH3:6]>CN(C=O)C>[C:5]([O:9][C:10](=[O:11])[N:12]([CH2:16][C:17]1[CH:18]=[C:19]([CH2:24][CH2:25][N:1]=[N+:2]=[N-:3])[CH:20]=[CH:21][C:22]=1[Cl:23])[CH:13]1[CH2:15][CH2:14]1)([CH3:7])([CH3:6])[CH3:8] |f:0.1|. Reported procedure: NaN3 (1.17 g, 18.0 mmol) was added to a sol. of toluene-4-sulfonic acid 2-{3-[(tert-butoxycarbonyl-cyclopropyl-amino)-methyl]-4-chloro-phenyl}-ethyl ester (2.16 g, 4.50 mmol) in DMF (45 mL). The mixture was heated to 65° C., and stirred at this temperature for 1.5 h. The mixture was allowed to cool to rt, and poured onto water. The mixture was extracted with TBME (3×). The combined org. extracts were washed with brine, dried over MgSO4, filtered, and the solvents were removed under reduced press...